From a dataset of the Open Reaction Database (ORD), a public repository of structured organic reaction records. describe an organic reaction: reactants, conditions, products, and yield Reactants: N1C(=NC=C1)CN1C2=C(OCC1=O)N=C(C(=C2)C2=CC=CC=C2)C2=CC=C(C=C2)C2(CCC2)N (1-((1H-imidazol-2-yl)methyl)-6-(4-(1-aminocyclobutyl)phenyl)-7-phenyl-1H-pyrido[2,3-b][1,4]oxazin-2(3H)-one), C(C)(C)(C)OC(NC1(CCC1)C1=CC=C(C=C1)C=1C(=CC2=C(N(CCC(N2C)=O)C)N1)C1=CC=CC=C1)=O (tert-butyl(1-(4-(1,5-dimethyl-2-oxo-8-phenyl-2,3,4,5-tetrahydro-1H-pyrido[2,3-b][1,4]diazepin-7-yl)phenyl)cyclobutyl)carbamate). Product: NC1(CCC1)C1=CC=C(C=C1)C=1C(=CC2=C(N(CCC(N2C)=O)C)N1)C1=CC=CC=C1 (7-(4-(1-aminocyclobutyl)phenyl)-1,5-dimethyl-8-phenyl-4,5-dihydro-1H-pyrido[2,3-b][1,4]diazepin-2(3H)-one). The yield is 97.0%. As a reaction SMILES: N1C=CN=C1CN1C(=O)COC2N=C(C3C=CC(C4(N)CCC4)=CC=3)C(C3C=CC=CC=3)=CC1=2.C(OC(=O)[NH:41][C:42]1([C:46]2[CH:51]=[CH:50][C:49]([C:52]3[C:53]([C:66]4[CH:71]=[CH:70][CH:69]=[CH:68][CH:67]=4)=[CH:54][C:55]4[N:61]([CH3:62])[C:60](=[O:63])[CH2:59][CH2:58][N:57]([CH3:64])[C:56]=4[N:65]=3)=[CH:48][CH:47]=2)[CH2:45][CH2:44][CH2:43]1)(C)(C)C>>[NH2:41][C:42]1([C:46]2[CH:47]=[CH:48][C:49]([C:52]3[C:53]([C:66]4[CH:67]=[CH:68][CH:69]=[CH:70][CH:71]=4)=[CH:54][C:55]4[N:61]([CH3:62])[C:60](=[O:63])[CH2:59][CH2:58][N:57]([CH3:64])[C:56]=4[N:65]=3)=[CH:50][CH:51]=2)[CH2:43][CH2:44][CH2:45]1. Procedure details: Following the procedure for 1-((1H-imidazol-2-yl)methyl)-6-(4-(1-aminocyclobutyl)phenyl)-7-phenyl-1H-pyrido[2,3-b][1,4]oxazin-2(3H)-one, tert-butyl(1-(4-(1,5-dimethyl-2-oxo-8-phenyl-2,3,4,5-tetrahydro-1H-pyrido[2,3-b][1,4]diazepin-7-yl)phenyl)cyclobutyl)carbamate (15 mg, 0.03 mmol) was reacted to afford the title compound (12 mg, 64%). LCMS (Method D): RT=0.880 min, M+1=413. 1H NMR (500 MHz, MeOD): 7.65 (1H, s), 7.53 (2H, d), 7.39 (2H, d), 7.31-7.28 (3H, m), 7.24-7.22 (2H, m), 3.73 (2H, t), 3.37...